This data is from the Open Reaction Database (ORD), a public repository of structured organic reaction records. The task is: describe an organic reaction: reactants, conditions, products, and yield Starting materials: C1CCOC1, CC#N, CI, [H-], CC(C)CC(N)CO, [Na+]. Product: COCC(N)CC(C)C. RXN SMILES: [CH2:16]1[O:17][CH2:18][CH2:19][CH2:20]1.[CH3:11][C:12]#[N:13].[CH3:14][I:15].[H-:1].[NH2:3][CH:4]([CH2:5][CH:6]([CH3:7])[CH3:8])[CH2:9][OH:10].[Na+:2]>>[NH2:3][CH:4]([CH2:5][CH:6]([CH3:7])[CH3:8])[CH2:9][O:10][CH3:11].